From a dataset of the Open Reaction Database (ORD), a public repository of structured organic reaction records. describe an organic reaction: reactants, conditions, products, and yield The reactants are [H][H] (Hydrogen), ClC1=CC=C(C(=O)C=2C(=C(C=CC2)C=CCCCCCCCCCC(=O)O)C)C=C1 (12-[3'-(4-chlorobenzoyl)-2'-methyl-phenyl]-dodec-11-enoic acid). The reagents and catalysts are [Ni] (Raney nickel). The solvent is CO (methanol). The product is ClC1=CC=C(C(=O)C=2C(=C(C=CC2)CCCCCCCCCCCC(=O)O)C)C=C1 (12-[3'-(4-chlorobenzoyl)-2'-methyl-phenyl]-dodecanoic acid). The yield is 63.9%. As a reaction SMILES: [H][H].[Cl:3][C:4]1[CH:32]=[CH:31][C:7]([C:8]([C:10]2[C:11]([CH3:30])=[C:12]([CH:16]=[CH:17][CH2:18][CH2:19][CH2:20][CH2:21][CH2:22][CH2:23][CH2:24][CH2:25][CH2:26][C:27]([OH:29])=[O:28])[CH:13]=[CH:14][CH:15]=2)=[O:9])=[CH:6][CH:5]=1>CO.[Ni]>[Cl:3][C:4]1[CH:5]=[CH:6][C:7]([C:8]([C:10]2[C:11]([CH3:30])=[C:12]([CH2:16][CH2:17][CH2:18][CH2:19][CH2:20][CH2:21][CH2:22][CH2:23][CH2:24][CH2:25][CH2:26][C:27]([OH:29])=[O:28])[CH:13]=[CH:14][CH:15]=2)=[O:9])=[CH:31][CH:32]=1. Procedure details: Hydrogen was passed through a solution of 2.07 g of the acid of Step A in 60 ml of methanol in the presence of 3 g of Raney nickel for 2 hours and the mixture was then filtered. The filtrate was evaporated to dryness and the residue was crystallized from isopropyl ether to obtain 1.328 g of 12-[3'-(4-chlorobenzoyl)-2'-methyl-phenyl]-dodecanoic acid melting at 79° C.